This data is from the Open Reaction Database (ORD), a public repository of structured organic reaction records. The task is: describe an organic reaction: reactants, conditions, products, and yield Reactants: Brc1ccc(N2CCOCC2)cc1, CC(=O)[O-], CC(=O)[O-], O=C([O-])[O-], Cc1ccccc1, CC(C)c1cc(C(C)C)c(-c2ccccc2P(C2CCCCC2)C2CCCCC2)c(C(C)C)c1, [Cs+], [Cs+], CC(C)(C)OC(=O)c1ccc(-c2ccccc2)cc1N, O=C(C=Cc1ccccc1)C=Cc1ccccc1, O=C(C=Cc1ccccc1)C=Cc1ccccc1, O=C(C=Cc1ccccc1)C=Cc1ccccc1, [Pd+2], [Pd], [Pd]. Yields the product CC(C)(C)OC(=O)c1ccc(-c2ccccc2)cc1Nc1ccc(N2CCOCC2)cc1. Reaction SMILES: [Br:21][c:22]1[cH:23][cH:24][c:25]([N:28]2[CH2:29][CH2:30][O:31][CH2:32][CH2:33]2)[cH:26][cH:27]1.[C:130]([O-:131])(=[O:132])[CH3:133].[C:135]([O-:136])(=[O:137])[CH3:138].[C:34](=[O:35])([O-:36])[O-:37].[CH3:139][c:140]1[cH:141][cH:142][cH:143][cH:144][cH:145]1.[CH:40]1([P:41]([CH:42]2[CH2:43][CH2:44][CH2:45][CH2:46][CH2:47]2)[c:48]2[cH:49][cH:50][cH:51][cH:52][c:53]2-[c:54]2[c:55]([CH:56]([CH3:57])[CH3:58])[cH:59][c:60]([CH:61]([CH3:62])[CH3:63])[cH:64][c:65]2[CH:66]([CH3:67])[CH3:68])[CH2:69][CH2:70][CH2:71][CH2:72][CH2:73]1.[Cs+:38].[Cs+:39].[NH2:1][c:2]1[c:3]([C:4](=[O:5])[O:6][C:7]([CH3:8])([CH3:9])[CH3:10])[cH:11][cH:12][c:13](-[c:15]2[cH:16][cH:17][cH:18][cH:19][cH:20]2)[cH:14]1.[O:112]=[C:113]([CH:114]=[CH:115][c:116]1[cH:117][cH:118][cH:119][cH:120][cH:121]1)[CH:122]=[CH:123][c:124]1[cH:125][cH:126][cH:127][cH:128][cH:129]1.[O:76]=[C:77]([CH:78]=[CH:79][c:80]1[cH:81][cH:82][cH:83][cH:84][cH:85]1)[CH:86]=[CH:87][c:88]1[cH:89][cH:90][cH:91][cH:92][cH:93]1.[O:94]=[C:95]([CH:96]=[CH:97][c:98]1[cH:99][cH:100][cH:101][cH:102][cH:103]1)[CH:104]=[CH:105][c:106]1[cH:107][cH:108][cH:109][cH:110][cH:111]1.[Pd+2:134].[Pd:74].[Pd:75]>>[NH:1]([c:2]1[c:3]([C:4](=[O:5])[O:6][C:7]([CH3:8])([CH3:9])[CH3:10])[cH:11][cH:12][c:13](-[c:15]2[cH:16][cH:17][cH:18][cH:19][cH:20]2)[cH:14]1)[c:22]1[cH:23][cH:24][c:25]([N:28]2[CH2:29][CH2:30][O:31][CH2:32][CH2:33]2)[cH:26][cH:27]1. Reactants: [Br-], CCCc1c(CCl)ccc(C(C)=O)c1O, O=C([O-])[O-], CCCC[N+](CCCC)(CCCC)CCCC, CCC(C)=O, CCOC(C)=O, [I-], [K+], [K+], [K+], Nc1nnc(S)s1. Product: CCCc1c(CSc2nnc(N)s2)ccc(C(C)=O)c1O. RXN SMILES: [Br-:31].[C:1]([CH3:2])(=[O:3])[c:4]1[c:5]([OH:15])[c:6]([CH2:12][CH2:13][CH3:14])[c:7]([CH2:8][Cl:9])[cH:10][cH:11]1.[C:23](=[O:24])([O-:25])[O-:26].[CH2:32]([N+:33]([CH2:34][CH2:35][CH2:36][CH3:37])([CH2:38][CH2:39][CH2:40][CH3:41])[CH2:42][CH2:43][CH2:44][CH3:45])[CH2:46][CH2:47][CH3:48].[CH2:55]([C:56]([CH3:57])=[O:58])[CH3:59].[CH3:49][CH2:50][O:51][C:52](=[O:53])[CH3:54].[I-:30].[K+:27].[K+:28].[K+:29].[NH2:16][c:17]1[s:18][c:19]([SH:22])[n:20][n:21]1>>[C:1]([CH3:2])(=[O:3])[c:4]1[c:5]([OH:15])[c:6]([CH2:12][CH2:13][CH3:14])[c:7]([CH2:8][S:22][c:19]2[s:18][c:17]([NH2:16])[n:21][n:20]2)[cH:10][cH:11]1.